This data is from the Open Reaction Database (ORD), a public repository of structured organic reaction records. The task is: describe an organic reaction: reactants, conditions, products, and yield Reactants: Cl (hydrochloric acid), CNC(C1=C(C(=CC=C1)C=NC)O)=O (N-methyl-3-methyliminomethyl-2-hydroxybenzamide), C1CCOC1 (THF). The solvent is O (water), CC(C)(C)OC (MTBE). Run at temperature 22.5 celsius, time 14 hour. Yields the product CNC(C1=C(C(=CC=C1)C=O)O)=O (N-methyl-3-formyl-2-hydroxybenzamide). Reaction SMILES: Cl.CN[C:4](=[O:15])[C:5]1[CH:10]=[CH:9][CH:8]=[C:7]([CH:11]=[N:12][CH3:13])[C:6]=1[OH:14].C1C[O:19]CC1>O.CC(OC)(C)C>[CH3:13][NH:12][C:11](=[O:19])[C:7]1[CH:8]=[CH:9][CH:10]=[C:5]([CH:4]=[O:15])[C:6]=1[OH:14]. Procedure details: 60 ml of concentrated aqueous hydrochloric acid were added at 20 to 25° C. to 14 g (65 mmol) of the methylamide of Example 3 in a mixture of 120 ml of THF and 100 ml of water. After the reaction mixture had been stirred for approximately 14 hours at 20 to 25° C., it was taken up in MTBE and washed with water. After drying, the solvent was distilled off. 8 g of the title compound, which corresponded to 71% of theory, were obtained from the residue. (m.p.: 129-131° C.) Procedure: A mixture of 10-[(2RS)-1-(N-ethyl-N-methylamino)-2-propyl]-2-phenothiazinecarbothioamide (2.1 g) and butylamine (8.5 cc) in absolute ethanol (30 cc) is saturated with hydrogen sulphide and heated for 16 hours to a temperature in the region of 100° C. After cooling, the orange solution obtained is concentrated to dryness under reduced pressure (30 mm Hg; 4 kPa) at 40° C. The residual brown oil is purified by chromatography on a column (height: 4 cm; diameter: 3 cm) of silica gel (0.2-0.063 mm), e... Yields the product C(CCC)NC(=S)C1=CC=2N(C3=CC=CC=C3SC2C=C1)C(CN(C)CC)C (N-Butyl-10-[(2RS)-1-(N-ethyl-N-methylamino)-2-propyl]-2-phenothiazinecarbothioamide). Starting materials: C(C)N(C)CC(C)N1C2=CC=CC=C2SC=2C=CC(=CC12)C(N)=S (10-[(2RS)-1-(N-ethyl-N-methylamino)-2-propyl]-2-phenothiazinecarbothioamide), C(CCC)N (butylamine), S (hydrogen sulphide). Run at temperature 100 celsius. RXN SMILES: [CH2:1]([N:3]([CH2:5][CH:6]([N:8]1[C:21]2[CH:20]=[C:19]([C:22](=[S:24])[NH2:23])[CH:18]=[CH:17][C:16]=2[S:15][C:14]2[C:9]1=[CH:10][CH:11]=[CH:12][CH:13]=2)[CH3:7])[CH3:4])[CH3:2].[CH2:25](N)[CH2:26][CH2:27][CH3:28].S>C(O)C>[CH2:25]([NH:23][C:22]([C:19]1[CH:18]=[CH:17][C:16]2[S:15][C:14]3[C:9](=[CH:10][CH:11]=[CH:12][CH:13]=3)[N:8]([CH:6]([CH3:7])[CH2:5][N:3]([CH2:1][CH3:2])[CH3:4])[C:21]=2[CH:20]=1)=[S:24])[CH2:26][CH2:27][CH3:28]. Run in C(C)O (ethanol). Starting materials: ClCC(=O)OC1=C(C=C(C=C1C)NC1=NN(C=C1)C1=CC=CC=C1)C (2,6-Dimethyl-4-(1-phenyl-1H-pyrazol-3-yl)aminophenyl chloroacetate), [C-]#N.[Na+] (sodium cyanide). Run in CS(=O)C (dimethyl sulfoxide). Product: C(#N)CC(=O)OC1=C(C=C(C=C1C)NC1=NN(C=C1)C1=CC=CC=C1)C (2,6-Dimethyl-4-(1-phenyl-1H-pyrazol-3-yl)aminophenyl cyanoacetate). RXN SMILES: Cl[CH2:2][C:3]([O:5][C:6]1[C:11]([CH3:12])=[CH:10][C:9]([NH:13][C:14]2[CH:18]=[CH:17][N:16]([C:19]3[CH:24]=[CH:23][CH:22]=[CH:21][CH:20]=3)[N:15]=2)=[CH:8][C:7]=1[CH3:25])=[O:4].[C-:26]#[N:27].[Na+]>CS(C)=O>[C:26]([CH2:2][C:3]([O:5][C:6]1[C:11]([CH3:12])=[CH:10][C:9]([NH:13][C:14]2[CH:18]=[CH:17][N:16]([C:19]3[CH:24]=[CH:23][CH:22]=[CH:21][CH:20]=3)[N:15]=2)=[CH:8][C:7]=1[CH3:25])=[O:4])#[N:27] |f:1.2|. Procedure: 2,6-Dimethyl-4-(1-phenyl-1H-pyrazol-3-yl)aminophenyl chloroacetate, Example 4k, (1 g) and sodium cyanide (0.5 g) stirred in dimethyl sulfoxide for 16 hours gave, after dilution with brine, extraction with ethyl acetate and subsequent evaporation, the title compound (0.3 g), mp 116°-117° (from ethyl acetate/hexane). Reactants: ClC1=C(C(=CC=C1)C)S(=O)(=O)N(C1CC1)CCOCC(=O)O (2-(2-(2-Chloro-N-cyclopropyl-6-methylphenylsulfonamido)ethoxy)acetic acid), F[B-](F)(F)F.N1(N=NC2=C1C=CC=C2)OC(=[N+](C)C)N(C)C (O-(1H-benzotriazol-1-yl)-N,N,N′,N′-tetramethyl-uronium tetrafluoroborate), O.ON1N=NC2=C1C=CC=C2 (1-hydroxybenzotriazole hydrate), Cl.Cl.N1(CCC1)CC1=CC=2CNCCC2S1 (2-(azetidin-1-ylmethyl)-4,5,6,7-tetrahydrothieno[3,2-c]pyridine dihydrochloride), C(C)N(C(C)C)C(C)C (N-ethyl-diisopropylamine). Run in O1CCCC1 (tetrahydrofuran), O1CCCC1 (tetrahydrofuran). Run at time 30 minute. Product: N1(CCC1)CC1=CC=2CN(CCC2S1)C(COCCN(S(=O)(=O)C1=C(C=CC=C1C)Cl)C1CC1)=O (N-[2-[2-[2-(Azetidin-1-yl-methyl)-4,5,6,7-tetrahydro-thieno[3,2-c]pyridin-5-yl]-2-oxo-ethoxy]-ethyl]-2-chloro-N-cyclopropyl-6-methyl-benzenesulfonic acid amide). RXN SMILES: [Cl:1][C:2]1[CH:7]=[CH:6][CH:5]=[C:4]([CH3:8])[C:3]=1[S:9]([N:12]([CH2:16][CH2:17][O:18][CH2:19][C:20](O)=[O:21])[CH:13]1[CH2:15][CH2:14]1)(=[O:11])=[O:10].F[B-](F)(F)F.N1(OC(N(C)C)=[N+](C)C)C2C=CC=CC=2N=N1.O.ON1C2C=CC=CC=2N=N1.Cl.Cl.[N:58]1([CH2:62][C:63]2[S:71][C:70]3[CH2:69][CH2:68][NH:67][CH2:66][C:65]=3[CH:64]=2)[CH2:61][CH2:60][CH2:59]1.C(N(C(C)C)C(C)C)C>O1CCCC1>[N:58]1([CH2:62][C:63]2[S:71][C:70]3[CH2:69][CH2:68][N:67]([C:20](=[O:21])[CH2:19][O:18][CH2:17][CH2:16][N:12]([CH:13]4[CH2:14][CH2:15]4)[S:9]([C:3]4[C:4]([CH3:8])=[CH:5][CH:6]=[CH:7][C:2]=4[Cl:1])(=[O:11])=[O:10])[CH2:66][C:65]=3[CH:64]=2)[CH2:61][CH2:60][CH2:59]1 |f:1.2,3.4,5.6.7|. Reported procedure: 2-(2-(2-Chloro-N-cyclopropyl-6-methylphenylsulfonamido)ethoxy)acetic acid (AC27) (100 mg, 0.288 mmol), O-(1H-benzotriazol-1-yl)-N,N,N′,N′-tetramethyl-uronium tetrafluoroborate (92 mg, 0.288 mmol) and 1-hydroxybenzotriazole hydrate (40 mg, 0.288 mmol) were dissolved in tetrahydrofuran (3.5 ml) and the mixture was stirred at room temperature for 30 min. A solution of 2-(azetidin-1-ylmethyl)-4,5,6,7-tetrahydrothieno[3,2-c]pyridine dihydrochloride (TP13) (97 mg, 0.346 mmol) and N-ethyl-diisopropylam...